Task: describe an organic reaction: reactants, conditions, products, and yield. Dataset: the Open Reaction Database (ORD), a public repository of structured organic reaction records Starting materials: FC1=CC=C(C=C1)CC1=CN=C2C(=C(C(N(C2=C1)CCCN1C(CCCC1)=O)=O)C(=O)OCC)O (ethyl 7-[(4-fluorophenyl)methyl]-4-hydroxy-2-oxo-1-[3-(2-oxo-1-piperidinyl)propyl]-1,2-dihydro-1,5-naphthyridine-3-carboxylate), C(O)CN (ethanolamine). The product is FC1=CC=C(C=C1)CC1=CN=C2C(=C(C(N(C2=C1)CCCN1C(CCCC1)=O)=O)C(=O)NCCO)O (7-[(4-fluorophenyl)methyl]-4-hydroxy-N-(2-hydroxyethyl)-2-oxo-1-[3-(2-oxo-1-piperidinyl)propyl]-1,2-dihydro-1,5-naphthyridine-3-carboxamide). Reaction SMILES: [F:1][C:2]1[CH:7]=[CH:6][C:5]([CH2:8][C:9]2[CH:18]=[C:17]3[C:12]([C:13]([OH:35])=[C:14]([C:30](OCC)=[O:31])[C:15](=[O:29])[N:16]3[CH2:19][CH2:20][CH2:21][N:22]3[CH2:27][CH2:26][CH2:25][CH2:24][C:23]3=[O:28])=[N:11][CH:10]=2)=[CH:4][CH:3]=1.[CH2:36]([CH2:38][NH2:39])[OH:37]>>[F:1][C:2]1[CH:3]=[CH:4][C:5]([CH2:8][C:9]2[CH:18]=[C:17]3[C:12]([C:13]([OH:35])=[C:14]([C:30]([NH:39][CH2:38][CH2:36][OH:37])=[O:31])[C:15](=[O:29])[N:16]3[CH2:19][CH2:20][CH2:21][N:22]3[CH2:27][CH2:26][CH2:25][CH2:24][C:23]3=[O:28])=[N:11][CH:10]=2)=[CH:6][CH:7]=1. Procedure: This compound was prepared from ethyl 7-[(4-fluorophenyl)methyl]-4-hydroxy-2-oxo-1-[3-(2-oxo-1-piperidinyl)propyl]-1,2-dihydro-1,5-naphthyridine-3-carboxylate and ethanolamine using methods similar to Example 563 to provide an off-white solid: 1H NMR (300 MHz, DMSO-d6) δ ppm 1.64-1.79 (m, 6 H), 2.19 (t, J=6.42 Hz, 2 H), 3.21 (t, J=5.58 Hz, 2 H), 3.33-3.48 (m, 4 H), 3.50-3.61 (m, 2 H), 4.15-4.25 (m, 4 H), 4.93 (t, J=5.05 Hz, 1 H), 7.10-7.18 (m, 2 H), 7.37-7.44 (m, 2 H), 8.00 (d, J=1.26 Hz, 1 H), ... Starting materials: C(C)(C)(C)OC(=O)C1=CC(=C(C=C1)[C@@H]1CC[C@H](CC1)NCC)CNC (trans-4-(4-tert.butoxycarbonyl-methylaminomethylphenyl)-N-ethylcyclohexylamine), C1(=CC=CC=C1)C=CCC(=O)Cl (4-phenyl-3-butenoylchloride), petroleum ether ethyl acetate. Product: C(C)(C)(C)OC(=O)C1=CC(=C(C=C1)[C@@H]1CC[C@H](CC1)N(C(CC=CC1=CC=CC=C1)=O)CC)CNC (trans-4-(4-tert.butoxycarbonyl-methylaminomethylphenyl)-N-ethyl-N-(4-phenyl-3butenoyl)cyclohexylamine). RXN SMILES: [C:1]([O:5][C:6]([C:8]1[CH:13]=[CH:12][C:11]([C@H:14]2[CH2:19][CH2:18][C@H:17]([NH:20][CH2:21][CH3:22])[CH2:16][CH2:15]2)=[C:10]([CH2:23][NH:24][CH3:25])[CH:9]=1)=[O:7])([CH3:4])([CH3:3])[CH3:2].[C:26]1([CH:32]=[CH:33][CH2:34][C:35](Cl)=[O:36])[CH:31]=[CH:30][CH:29]=[CH:28][CH:27]=1>>[C:1]([O:5][C:6]([C:8]1[CH:13]=[CH:12][C:11]([C@H:14]2[CH2:15][CH2:16][C@H:17]([N:20]([CH2:21][CH3:22])[C:35](=[O:36])[CH2:34][CH:33]=[CH:32][C:26]3[CH:31]=[CH:30][CH:29]=[CH:28][CH:27]=3)[CH2:18][CH2:19]2)=[C:10]([CH2:23][NH:24][CH3:25])[CH:9]=1)=[O:7])([CH3:2])([CH3:4])[CH3:3]. Procedure details: from trans-4-(4-tert.butoxycarbonyl-methylaminomethylphenyl)-N-ethylcyclohexylamine and 4-phenyl-3-butenoylchloride. Colourless oil. Rf value: 0.74 (alumina, petroleum ether/ethyl acetate=2:1, v:v).